Dataset: the Open Reaction Database (ORD), a public repository of structured organic reaction records. Task: describe an organic reaction: reactants, conditions, products, and yield The reactants are C(#N)[BH3-].[Na+] (sodium cyanoborohydride), CO (methanol), C([O-])(O)=O.[Na+] (sodium bicarbonate), Cl.COC(CNC)=O (N-methylglycine methyl ester hydrochloride), [OH-].[K+] (potassium hydroxide), CO (methanol), [N+](=O)([O-])C1=C(C=O)C=CC=C1 (o-nitrobenzaldehyde). Conditions: time 10 minute. Yields the product CN(CC1=CC=CC=C1)C(C(=O)O)[N+](=O)[O-] (N-methyl-2-nitrobenzylaminoacetic acid). Reaction SMILES: Cl.COC(=O)[CH2:5][NH:6]C.[OH-:9].[K+].[N+]([C:14]1[CH:21]=[CH:20][CH:19]=[CH:18][C:15]=1[CH:16]=O)([O-])=O.[C:22]([BH3-])#[N:23].[Na+].[C:26](=[O:29])(O)[O-:27].[Na+].C[OH:32]>>[CH3:5][N:6]([CH:22]([N+:23]([O-:32])=[O:9])[C:26]([OH:27])=[O:29])[CH2:16][C:15]1[CH:14]=[CH:21][CH:20]=[CH:19][CH:18]=1 |f:0.1,2.3,5.6,7.8|. Procedure details: To a solution of N-methylglycine methyl ester hydrochloride (2.00 g) in methanol (20 ml), potassium hydroxide (300 mg) was added, and then the mixture was stirred for 10 minutes at room temperature. To the suspension, o-nitrobenzaldehyde (1.74 g) was added, and then the mixture was stirred overnight at room temperature. A solution of sodium cyanoborohydride (722 mg) in methanol was added to the reaction mixture, and the mixture was stirred for 4 hours at room temperature. A saturated aqueous sol... Reactants: FC1=CC=C(C=C1)C(CC1=CC=C(C=C1)[N+](=O)[O-])=O (4'-fluoro-2-(4-nitrophenyl)acetophenone), P(=O)(Cl)(Cl)Cl (phosphorus oxychloride), CN(C=O)C (N,N-dimethylformamide). The solvent is ClC(C)Cl (Dichloroethane), ClC(C)Cl (dichloroethane). Reaction conditions: time 1 hour. Yields the product ClC(=C(C=O)C1=CC=C(C=C1)[N+](=O)[O-])C1=CC=C(C=C1)F (3-chloro-3-(4-fluorophenyl)-2-(4-nitrophenyl)propenal). As a reaction SMILES: P(Cl)(Cl)([Cl:3])=O.CN(C)[CH:8]=[O:9].[F:11][C:12]1[CH:17]=[CH:16][C:15]([C:18](=O)[CH2:19][C:20]2[CH:25]=[CH:24][C:23]([N+:26]([O-:28])=[O:27])=[CH:22][CH:21]=2)=[CH:14][CH:13]=1>ClC(Cl)C>[Cl:3][C:18]([C:15]1[CH:16]=[CH:17][C:12]([F:11])=[CH:13][CH:14]=1)=[C:19]([C:20]1[CH:25]=[CH:24][C:23]([N+:26]([O-:28])=[O:27])=[CH:22][CH:21]=1)[CH:8]=[O:9]. Procedure: A mixture of phosphorus oxychloride (1.6 ml) and N,N-dimethylformamide (1.8 ml) in dichloroethane (6 ml) was stirred at ambient temperature for 1 hour. Dichloroethane (11 ml) and 4'-fluoro-2-(4-nitrophenyl)acetophenone (3 g) was added, and the mixture was refluxed overnight, washed with water twice, dried and evaporated. The oily residue (4 g) was purified by column chromatography on silica gel (80 g) eluting with toluene to give yellow crystals of 3-chloro-3-(4-fluorophenyl)-2-(4-nitrophenyl)pr... Reactants: N[C@H](C(=O)N[C@H](C(=O)N(C[C@@H](COC=1C=CC=C2CC[C@@](CC12)(C(=O)OC)NC(=O)OC(C)(C)C)C)CC)C)C (methyl (R)-8-[(S)-3-[[(S)-2-[(S)-2-amino-propionylamino]-propionyl]-ethyl-amino]-2-methyl-propoxy]-2-tert.butoxycarbonylamino-1,2,3,4-tetrahydronaphthalene-2-carboxylate), [OH-].[Li+] (lithium hydroxide). Solvent: O1CCCC1.CO.O (tetrahydrofuran methanol water). Product: C(C)(C)(C)OC(=O)NC1(CC2=CC=CC=C2CC1)C(=O)O (2-tert.butoxycarbonylamino-1,2,3,4-tetrahydronaphthalene-2-carboxylic acid). RXN SMILES: N[C@@H](C)C(N[C@@H](C)C(N(CC)C[C@H](C)CO[C:14]1[CH:15]=[CH:16][CH:17]=[C:18]2[C:23]=1[CH2:22][C@@:21]([NH:28][C:29]([O:31][C:32]([CH3:35])([CH3:34])[CH3:33])=[O:30])([C:24]([O:26]C)=[O:25])[CH2:20][CH2:19]2)=O)=O.[OH-].[Li+]>O1CCCC1.CO.O>[C:32]([O:31][C:29]([NH:28][C:21]1([C:24]([OH:26])=[O:25])[CH2:20][CH2:19][C:18]2[C:23](=[CH:14][CH:15]=[CH:16][CH:17]=2)[CH2:22]1)=[O:30])([CH3:35])([CH3:33])[CH3:34] |f:1.2,3.4.5|. Procedure details: In analogy to Example 4.3.8.a, 18.0 mg (32.0 mmol) of methyl (R)-8-[(S)-3-[[(S)-2-[(S)-2-amino-propionylamino]-propionyl]-ethyl-amino]-2-methyl-propoxy]-2-tert.butoxycarbonylamino-1,2,3,4-tetrahydronaphthalene-2-carboxylate in 1 ml of tetrahydrofuran/methanol/water (3:1:1) were reacted with 320 μl of 1N lithium hydroxide solution. After working up and purification according to Example 4.3.8.a 17.0 mg (96.8%) of (R)-8-[(S)-3-[(S)-2-[(S)-2-amino-propionylamino]-propionyl]-ethyl-amino]-2-methyl-pro... Reactants: O=C([O-])O, ClC(Cl)Cl, [Na+], COc1cnc2ccc(=O)n(CC3OCCO3)c2n1, O=C(O)C(F)(F)F. Product: COc1cnc2ccc(=O)n(CC=O)c2n1. Reaction SMILES: [C:27](=[O:28])([O-:29])[OH:30].[CH:32]([Cl:33])([Cl:34])[Cl:35].[Na+:31].[O:1]1[CH:2]([CH2:6][n:7]2[c:8](=[O:19])[cH:9][cH:10][c:11]3[c:12]2[n:13][c:14]([O:17][CH3:18])[cH:15][n:16]3)[O:5][CH2:4][CH2:3]1.[OH:20][C:21]([C:22]([F:23])([F:24])[F:25])=[O:26]>>[O:1]=[CH:2][CH2:6][n:7]1[c:8](=[O:19])[cH:9][cH:10][c:11]2[c:12]1[n:13][c:14]([O:17][CH3:18])[cH:15][n:16]2. Starting materials: C1COC2(CCC(CC2)(C2=CC=CC=C2)N=C=O)O1 (4-isocyanato-4-phenylcyclohexanone ethylene ketal), Cl (hydrochloric acid), Cl (hydrogen chloride), ethylene ketal hydrochloride, [OH-].[Na+] (sodium hydroxide), C(CO)O (ethylene glycol), ( 66 ), [OH-].[Na+] (sodium hydroxide). Run in C(C)OCC (diethyl ether), C(C)OCC (diethyl ether), O (water). Reaction conditions: time 5 minute. Product: NC1(CCC(CC1)=O)C1=CC=CC=C1 (4-amino-4-phenylcyclohexanone). Isolated yield 52.0%. As a reaction SMILES: C1O[C:4]2([CH2:9][CH2:8][C:7]([N:16]=C=O)([C:10]3[CH:15]=[CH:14][CH:13]=[CH:12][CH:11]=3)[CH2:6][CH2:5]2)[O:3]C1.[OH-].[Na+].C(O)CO.Cl>C(OCC)C.O>[NH2:16][C:7]1([C:10]2[CH:15]=[CH:14][CH:13]=[CH:12][CH:11]=2)[CH2:6][CH2:5][C:4](=[O:3])[CH2:9][CH2:8]1 |f:1.2|. Reported procedure: A reaction mixture consisting of 21.9 gm. (0.085 mole) 4-isocyanato-4-phenylcyclohexanone ethylene ketal (prepared as in Example 17, Part G), 10.9 gm. sodium hydroxide, and 210 ml. ethylene glycol is heated at the reflux temperature for sixty-six (66) hours. A solution results which is cooled in an ice-water bath. A small amount of ice is added to the solution followed by 23 ml. of concentrated hydrochloric acid which is added dropwise with stirring. After five minutes, the acidified solution is... The product is CS(=O)(=O)c1ccc(C(=CC2CCCCC2)CO)s1. Starting materials: [BH4-], CO, CS(=O)(=O)c1ccc(C(C=O)=CC2CCCCC2)s1, [Na+], O. Reaction SMILES: [BH4-:20].[CH3:23][OH:24].[CH:1]1([CH:7]=[C:8]([CH:9]=[O:10])[c:11]2[s:12][c:13]([S:16](=[O:17])(=[O:18])[CH3:19])[cH:14][cH:15]2)[CH2:2][CH2:3][CH2:4][CH2:5][CH2:6]1.[Na+:21].[OH2:22]>>[CH:1]1([CH:7]=[C:8]([CH2:9][OH:10])[c:11]2[s:12][c:13]([S:16](=[O:17])(=[O:18])[CH3:19])[cH:14][cH:15]2)[CH2:2][CH2:3][CH2:4][CH2:5][CH2:6]1.